This data is from the Open Reaction Database (ORD), a public repository of structured organic reaction records. The task is: describe an organic reaction: reactants, conditions, products, and yield Starting materials: FC1=CC=C(C=C1C(=O)O)O (6-Fluoro-3-hydroxybenzoic acid), [N+](=O)(O)[O-] (HNO3). Run in C[N+](=O)[O-] (CH3NO2). Conditions: temperature 0 celsius, time 4 hour. The product is FC1=CC=C(C(=C1C(=O)O)[N+](=O)[O-])O (6-Fluoro-3-hydroxy-2-nitrobenzoic acid). Yield: 17.1%. RXN SMILES: [F:1][C:2]1[C:7]([C:8]([OH:10])=[O:9])=[CH:6][C:5]([OH:11])=[CH:4][CH:3]=1.[N+:12]([O-])([OH:14])=[O:13]>C[N+]([O-])=O>[F:1][C:2]1[C:7]([C:8]([OH:10])=[O:9])=[C:6]([N+:12]([O-:14])=[O:13])[C:5]([OH:11])=[CH:4][CH:3]=1. Procedure: 6-Fluoro-3-hydroxybenzoic acid (100mg, 0.64 mmol) was dissolved in CH3NO2 (10 mL) and cooled to 0° C. HNO3 (90%, 31 μL, 0.64 mmol) was added and the reaction was left at 0° C. for 4 h and then at room temperature over night. Evaporation and purification by flash chromatography on SiO2 (Toluene-EtOAc-HOAc) gave the product (22 mg). 1H NMR (CD3OD): δ7.32 (t, J=9.0 Hz, 1H), 7.15 (dd, J1 =9.3 Hz, J2 =4.4 Hz, 1H); 13C NMR: δ164.97, 153.68 (d, J=247 Hz), 148.78, 122.67, 122.56, 122.45, 122.13.